describe an organic reaction: reactants, conditions, products, and yield From a dataset of the Open Reaction Database (ORD), a public repository of structured organic reaction records. Starting materials: ClC(C(=O)N[C@@H]([C@@H](C1=CC=C(C=C1)[Sn](C)(C)C)O)CF)Cl (2,2-Dichloro-N-((1R,2S)-3-fluoro-1-hydroxy-1-(4-(trimethylstannyl)phenyl)-propan-2-yl)acetamide), BrC=1C=CC(=NC1)C(C#N)C (2-(5-bromopyridin-2-yl)propanenitrile). Product: ClC(C(=O)N[C@@H]([C@H](O)C1=CC=C(C=C1)C=1C=NC(=CC1)C(C)C#N)CF)Cl (2,2-dichloro-N-[(1S,2R)-2-{4-[6-(1-cyanoethyl)pyridin-3-yl]phenyl}-1-(fluoromethyl)-2-hydroxyethyl]acetamide). RXN SMILES: [Cl:1][CH:2]([Cl:21])[C:3]([NH:5][C@H:6]([CH2:19][F:20])[C@H:7]([OH:18])[C:8]1[CH:13]=[CH:12][C:11]([Sn](C)(C)C)=[CH:10][CH:9]=1)=[O:4].Br[C:23]1[CH:24]=[CH:25][C:26]([CH:29]([CH3:32])[C:30]#[N:31])=[N:27][CH:28]=1>>[Cl:1][CH:2]([Cl:21])[C:3]([NH:5][C@H:6]([CH2:19][F:20])[C@@H:7]([C:8]1[CH:13]=[CH:12][C:11]([C:23]2[CH:28]=[N:27][C:26]([CH:29]([C:30]#[N:31])[CH3:32])=[CH:25][CH:24]=2)=[CH:10][CH:9]=1)[OH:18])=[O:4]. Procedure details: Following the general procedure of step 3, Example 4 and using the product of step 2, Example 4 and making non-critical variations but using the product of step 1, Example 23, the title compound is obtained (85 mg): 1H NMR (300 MHz, DMSO-d6) δ 1.61 (d, 3H), 4.25 (m, 1.5H), 4.40-4.60 (m, 2H), 4.70 (m, 0.5H), 4.91 (m, 1H), 5.99 (d, 1H), 6.53 (s, 1H), 7.48 (d, 2H), 7.55 (d, 1H), 7.70 (d, 2H), 8.13 (dd, 1H), 8.62 (bd, 1H), 8.89 (m, 1H). MS (ESI+) m/z 410 [M+H].